This data is from the Open Reaction Database (ORD), a public repository of structured organic reaction records. The task is: describe an organic reaction: reactants, conditions, products, and yield Starting materials: C([O-])([O-])=O.[Na+].[Na+] (sodium carbonate), C1(=CC=CC=C1)P(C1=CC=CC=2C(C3=CC=CC(=C3OC12)P(C1=CC=CC=C1)C1=CC=CC=C1)(C)C)C1=CC=CC=C1 (4,5-bis(diphenylphosphino)-9,9-dimethylxanthene), BrC1=CC=C2CNC(C2=C1)=O (6-bromo-2,3-dihydro-isoindol-1-one), Cl.FC(C1=CC=C(C=C1)[C@H](N)C1=NC=CC=C1C(F)(F)F)(F)F ((S)-(4-(trifluoromethyl)-phenyl)(3-(trifluoromethyl)pyridin-2-yl)methanamine hydrochloride), Cl.FC(C1=CC=C(C=C1)[C@H](N)C1=NC=CC=C1C(F)(F)F)(F)F ((S)-(4-(trifluoromethyl)-phenyl)(3-(trifluoromethyl)pyridin-2-yl)methanamine hydrochloride). The reagents and catalysts are C(C)(=O)[O-].[Pd+2].C(C)(=O)[O-] (palladium (II) acetate). The solvent is C1(=CC=CC=C1)C (toluene). Run at time 2 minute. The product is O=C1NCC2=CC=C(C=C12)C(=O)N[C@H](C1=NC=CC=C1C(F)(F)F)C1=CC=C(C=C1)C(F)(F)F ((S)-3-oxo-N-((4-(trifluoromethyl)-phenyl)(3-(trifluoromethyl)pyridin-2-yl)methyl)isoindoline-5-carboxamide). As a reaction SMILES: Cl.[F:2][C:3]([F:23])([F:22])[C:4]1[CH:9]=[CH:8][C:7]([C@@H:10]([C:12]2[C:17]([C:18]([F:21])([F:20])[F:19])=[CH:16][CH:15]=[CH:14][N:13]=2)[NH2:11])=[CH:6][CH:5]=1.[C:24](=[O:27])([O-])[O-].[Na+].[Na+].C1(P(C2C=CC=CC=2)C2C3OC4C(=CC=CC=4P(C4C=CC=CC=4)C4C=CC=CC=4)C(C)(C)C=3C=CC=2)C=CC=CC=1.Br[C:73]1[CH:81]=[C:80]2[C:76]([CH2:77][NH:78][C:79]2=[O:82])=[CH:75][CH:74]=1>C([O-])(=O)C.[Pd+2].C([O-])(=O)C.C1(C)C=CC=CC=1>[O:82]=[C:79]1[C:80]2[C:76](=[CH:75][CH:74]=[C:73]([C:24]([NH:11][C@@H:10]([C:7]3[CH:6]=[CH:5][C:4]([C:3]([F:22])([F:2])[F:23])=[CH:9][CH:8]=3)[C:12]3[C:17]([C:18]([F:21])([F:19])[F:20])=[CH:16][CH:15]=[CH:14][N:13]=3)=[O:27])[CH:81]=2)[CH2:77][NH:78]1 |f:0.1,2.3.4,7.8.9|. Reported procedure: To a 25 mL round bottom flask containing (S)-(4-(trifluoromethyl)-phenyl)(3-(trifluoromethyl)pyridin-2-yl)methanamine hydrochloride (Intermediate 1) (120 mg, 0.336 mmol) was added toluene (3 mL). The resulting mixture was stirred at rt for 2 min. At this time, sodium carbonate (143 mg, 1.346 mmol), 4,5-bis(diphenylphosphino)-9,9-dimethylxanthene (3.89 mg, 6.73 mol), palladium (II) acetate (1.5 mg, 6.7 mol) and 6-bromo-2,3-dihydro-isoindol-1-one (71.3 mg, 0.336 mmol) were added to the flask. The ... Reactants: [N+](=O)([O-])C=1C=C(C=CC1O)CC(=O)OC (methyl 3-nitro-4-hydroxyphenylacetate), C1(=CC=C(C=C1)S(=O)(=O)OCC(C)=C)C (methallyl p-toluenesulfonate), C[O-].[Na+] (natrium methoxide). Solvent: CO (methanol). Product: [N+](=O)([O-])C=1C=C(C=CC1OCC(C)=C)CC(=O)OC (Methyl 3-nitro-4-methallyloxyphenylacetate). RXN SMILES: [N+:1]([C:4]1[CH:5]=[C:6]([CH2:11][C:12]([O:14][CH3:15])=[O:13])[CH:7]=[CH:8][C:9]=1[OH:10])([O-:3])=[O:2].[C:16]1([CH3:30])[CH:21]=CC(S(OCC(=C)C)(=O)=O)=C[CH:17]=1.C[O-].[Na+]>CO>[N+:1]([C:4]1[CH:5]=[C:6]([CH2:11][C:12]([O:14][CH3:15])=[O:13])[CH:7]=[CH:8][C:9]=1[O:10][CH2:21][C:16](=[CH2:17])[CH3:30])([O-:3])=[O:2] |f:2.3|. Procedure details: A mixture of 2.11g of methyl 3-nitro-4-hydroxyphenylacetate, 2.27g of methallyl p-toluenesulfonate was refluxed for one hour in 60ml of methanol containing natrium methoxide (natrium 0.25g). The reaction mixture was concentrated under reduced pressure and ethyl acetate and water were added to the residue. The ethyl acetate layer was isolated, and washed with water. After the extract was dried over magnesium sulfate, the solvent was distilled off and the residue was recrystallied from methanol to...